This data is from the Open Reaction Database (ORD), a public repository of structured organic reaction records. The task is: describe an organic reaction: reactants, conditions, products, and yield The reactants are C1(=CC=CC=C1)P(C1=CC=CC=C1)(C1=CC=CC=C1)=CC(=O)OC (methyl triphenylphosphoranylideneacetate), C1C(OCCC12CCCCC2)O (3oxaspiro[5.5]undecan-2-ol), C1(=CC=CC=C1)P(C1=CC=CC=C1)(C1=CC=CC=C1)=CC(=O)OC (methyl triphenylphosphoranylideneacetate), unsaturated ester, C1C(OCCC12CCCCC2)O (3-oxaspiro[5.5]undecan-2-ol). Reagents/catalysts: [C].[Pd] (palladium-carbon). Solvent: ClCCl (dichloromethane), C(C)O (ethanol). The product is OCCC1(CCCCC1)CCCC(=O)OC (Methyl 4-[1-(2-hydroxyethyl)cyclohexyl]butyrate). Isolated yield 34.0%. As a reaction SMILES: [CH2:1]1[C:6]2([CH2:11][CH2:10][CH2:9][CH2:8][CH2:7]2)[CH2:5][CH2:4][O:3][CH:2]1O.C1(P(=[CH:32][C:33]([O:35][CH3:36])=[O:34])(C2C=CC=CC=2)C2C=CC=CC=2)C=CC=CC=1>ClCCl.C(O)C.[C].[Pd]>[OH:3][CH2:4][CH2:5][C:6]1([CH2:1][CH2:2][CH2:32][C:33]([O:35][CH3:36])=[O:34])[CH2:11][CH2:10][CH2:9][CH2:8][CH2:7]1 |f:4.5|. Procedure details: To a solution of 3oxaspiro[5.5]undecan-2-ol (460 mg) in dichloromethane (15 mL) was added methyl triphenylphosphoranylideneacetate (1.36 g). After stirring the solution under reflux for 3 hours, methyl triphenylphosphoranylideneacetate (1.36 g) was further added thereto. The solution was stirred under reflux for 14 hours. The solution was concentrated under reduced pressure, and the resulting residue was purified by chromatography (silica gel, hexane:ethyl acetate=1:1) to give a mixture of an un... Starting materials: C(#N)C1=CC2=C(N(C(=N2)C(NS(=O)(=O)C)C2=C3C=CN(C3=C(C=C2C)C)S(=O)(=O)C2=CC=C(C)C=C2)COCC[Si](C)(C)C)C=C1 ((±)-N-((5-cyano-1-((2-(trimethylsilyl)ethoxy)methyl)-1H-benzo[d]imidazol-2-yl)(5,7-dimethyl-1-tosyl-1H-indol-4-yl)methyl)methanesulfonamide), C(#N)C=1C=CC2=C(N(C(=N2)C(NS(=O)(=O)C)C2=C3C=CN(C3=C(C=C2C)C)S(=O)(=O)C2=CC=C(C)C=C2)COCC[Si](C)(C)C)C1 ((±)-N-((6-cyano-1-((2-(trimethylsilyl)ethoxy)methyl)-1H-benzo[d]imidazol-2-yl)(5,7-dimethyl-1-tosyl-1H-indol-4-yl)methyl)methanesulfonamide), 64-C. Reaction SMILES: [C:1]([C:3]1[CH:46]=[CH:45][C:6]2[N:7](COCC[Si](C)(C)C)[C:8]([CH:10]([C:16]3[C:24]([CH3:25])=[CH:23][C:22]([CH3:26])=[C:21]4[C:17]=3[CH:18]=[CH:19][N:20]4S(C3C=CC(C)=CC=3)(=O)=O)[NH:11][S:12]([CH3:15])(=[O:14])=[O:13])=[N:9][C:5]=2[CH:4]=1)#[N:2].C(C1C=CC2N=C(C(C3C(C)=CC(C)=C4C=3C=CN4S(C3C=CC(C)=CC=3)(=O)=O)NS(C)(=O)=O)N(COCC[Si](C)(C)C)C=2C=1)#N>>[C:1]([C:3]1[CH:46]=[CH:45][C:6]2[NH:7][C:8]([CH:10]([C:16]3[C:24]([CH3:25])=[CH:23][C:22]([CH3:26])=[C:21]4[C:17]=3[CH:18]=[CH:19][NH:20]4)[NH:11][S:12]([CH3:15])(=[O:14])=[O:13])=[N:9][C:5]=2[CH:4]=1)#[N:2]. Yields the product C(#N)C1=CC2=C(NC(=N2)C(NS(=O)(=O)C)C2=C3C=CNC3=C(C=C2C)C)C=C1 ((±)-N-((5-cyano-1H-benzo[d]imidazol-2-yl)(5,7-dimethyl-1H-indol-4-yl)methyl)methanesulfonamide). Reported procedure: The title compound was synthesized from a mixture of (±)-N-((5-cyano-1-((2-(trimethylsilyl)ethoxy)methyl)-1H-benzo[d]imidazol-2-yl)(5,7-dimethyl-1-tosyl-1H-indol-4-yl)methyl)methanesulfonamide and (±)-N-((6-cyano-1-((2-(trimethylsilyl)ethoxy)methyl)-1H-benzo[d]imidazol-2-yl)(5,7-dimethyl-1-tosyl-1H-indol-4-yl)methyl)methanesulfonamide as described in Example 64-B and 64-C. 1H NMR (400 MHz, DMSO-d6) δ ppm 11.01 (s, 1H) 7.97 (br. s, 1H) 7.58-7.60 (m, 1H) 7.49 (m, 1H) 7.18 (t, J=2.78 Hz, 1H) 6.78 (... Starting materials: C(C)N1CCOCC1 (N-ethylmorpholine), ClC1=C(C=C(C(=C1)Cl)Cl)OC([C@H]1NC(CC1)=O)=O (L-pyroglutamic acid 2,4,5-trichlorophenyl ester), Cl.C(C)(C)(C)OC(CCCN)=O (4-aminobutyric acid tert. butyl ester hydrochloride). Run in CN(C=O)C (dimethylformamide). Conditions: time 8 hour. Product: C(C)(C)(C)OC(C(CCN)C([C@H]1NC(CC1)=O)=O)=O (L-Pyroglutamyl-4-aminobutyric acid tert. butyl ester). Reaction SMILES: C(N1CCOCC1)C.ClC1C=C(Cl)C(Cl)=CC=1O[C:19](=[O:26])[C@@H:20]1[CH2:24][CH2:23][C:22](=[O:25])[NH:21]1.Cl.[C:28]([O:32][C:33](=[O:38])[CH2:34][CH2:35][CH2:36][NH2:37])([CH3:31])([CH3:30])[CH3:29]>CN(C)C=O>[C:28]([O:32][C:33](=[O:38])[CH:34]([C:19](=[O:26])[C@@H:20]1[CH2:24][CH2:23][C:22](=[O:25])[NH:21]1)[CH2:35][CH2:36][NH2:37])([CH3:31])([CH3:29])[CH3:30] |f:2.3|. Procedure details: 1.3 ml of N-ethylmorpholine and 3.08 g of L-pyroglutamic acid 2,4,5-trichlorophenyl ester were added to a solution of 1.95 g (10 mmols) of 4-aminobutyric acid tert. butyl ester hydrochloride in 20 ml of dimethylformamide. The solution was left overnight at room temperature. It was concentrated, the residue was dissolved in a mixture of ethyle acetate and water, and the ethyl acetate solution was shaken with sodium bicarbonate solution, KHSO4 -solution and NaCl-solution, dried with Na2SO4 and con... Run in C(Cl)Cl (methylene chloride), C1(=CC=CC=C1)C (toluene). Reported procedure: A solution of 4-[(3-chloro-4-fluorophenyl)amino]-6-[(4-methoxybenzyl)amino]-1,7-naphthyridine-3-carbonitrile (0.623 g, 1.45 mmol) and trifluoroacetic acid (14.5 mL) in methylene chloride 14.5 mL was stirred at room temperature overnight. The reaction was diluted with toluene and the solvents were evaporated. The crude product was purified by flash column chromatography (3% MeOH in CHCl3) to give a yellow solid (0.287 g, 64%). 1H NMR (400 MHz, DMSO-D6) 8 ppm 7.1 (s, 1 H) 7.3 (m, 1 H) 7.5 (t, J=9.... Reaction SMILES: [Cl:1][C:2]1[CH:3]=[C:4]([NH:9][C:10]2[C:19]3[C:14](=[CH:15][N:16]=[C:17]([NH:20]CC4C=CC(OC)=CC=4)[CH:18]=3)[N:13]=[CH:12][C:11]=2[C:30]#[N:31])[CH:5]=[CH:6][C:7]=1[F:8].FC(F)(F)C(O)=O>C(Cl)Cl.C1(C)C=CC=CC=1>[NH2:20][C:17]1[CH:18]=[C:19]2[C:14](=[CH:15][N:16]=1)[N:13]=[CH:12][C:11]([C:30]#[N:31])=[C:10]2[NH:9][C:4]1[CH:5]=[CH:6][C:7]([F:8])=[C:2]([Cl:1])[CH:3]=1. Starting materials: ClC=1C=C(C=CC1F)NC1=C(C=NC2=CN=C(C=C12)NCC1=CC=C(C=C1)OC)C#N (4-[(3-chloro-4-fluorophenyl)amino]-6-[(4-methoxybenzyl)amino]-1,7-naphthyridine-3-carbonitrile), FC(C(=O)O)(F)F (trifluoroacetic acid). Product: NC=1C=C2C(=C(C=NC2=CN1)C#N)NC1=CC(=C(C=C1)F)Cl (6-amino-4-[(3-chloro-4-fluorophenyl)amino]-1,7-naphthyridine-3-carbonitrile). The yield is 63.1%. Starting materials: C1(=CC=CC=C1)NC1=NC(=CC(=N1)O)C1CC1 (2-phenylamino-4-hydroxy-6-cyclopropyl-pyrimidine), P(=O)(Cl)(Cl)Cl (phosphorus oxychloride), pale brown suspension, [OH-].[Na+] (sodium hydroxide), Cl (hydrogen chloride). Run in O (water). The product is C1(=CC=CC=C1)NC1=NC(=CC(=N1)Cl)C1CC1 (2-phenylamino-4-chloro-6-cyclopropylpyrimidine). As a reaction SMILES: [C:1]1([NH:7][C:8]2[N:13]=[C:12](O)[CH:11]=[C:10]([CH:15]3[CH2:17][CH2:16]3)[N:9]=2)[CH:6]=[CH:5][CH:4]=[CH:3][CH:2]=1.P(Cl)(Cl)([Cl:20])=O.Cl.[OH-].[Na+]>O>[C:1]1([NH:7][C:8]2[N:13]=[C:12]([Cl:20])[CH:11]=[C:10]([CH:15]3[CH2:17][CH2:16]3)[N:9]=2)[CH:6]=[CH:5][CH:4]=[CH:3][CH:2]=1 |f:3.4|. Reported procedure: 19.6 g (86.3 mmol) of 2-phenylamino-4-hydroxy-6-cyclopropyl-pyrimidine are added to 50 ml (0.55 mol) of phosphorus oxychloride at 75° C. in the course of one hour, while stirring, and the mixture is then refluxed for one hour. When the evolution of hydrogen chloride has ended, the reaction mixture is cooled to room temperature and poured into 200 ml of water, while stirring vigorously, the temperature being kept at about 50° C. by addition of ice. The approximately 400 ml of the pale brown suspe... Starting materials: OC1=CC=C(C=C1)CC(=O)OC (methyl (4-hydroxyphenyl)acetate), ClC=1C=NC(=NC1)N1CCC(CC1)[C@@H]1[C@@H](C1)CCO (2-{(1S,2R)-2-[1-(5-chloropyrimidin-2-yl)piperidin-4-yl]cyclopropyl}ethanol), C1(=CC=CC=C1)P(C1=CC=CC=C1)C1=CC=CC=C1 (triphenylphosphine), di-test-butyl azodicarboxylate. Run in ClCCl (dichloromethane), ClCCl (dichloromethane). Conditions: time 3 hour. The product is ClC=1C=NC(=NC1)N1CCC(CC1)[C@@H]1[C@@H](C1)CCOC1=CC=C(C=C1)CC(=O)OC (Methyl [4-(2-{(1S,2R)-2-[1-(5-chloropyrimidin-2-yl)piperidin-4-yl]cyclopropyl}ethoxy)phenyl]acetate). RXN SMILES: [OH:1][C:2]1[CH:7]=[CH:6][C:5]([CH2:8][C:9]([O:11][CH3:12])=[O:10])=[CH:4][CH:3]=1.[Cl:13][C:14]1[CH:15]=[N:16][C:17]([N:20]2[CH2:25][CH2:24][CH:23]([C@H:26]3[CH2:28][C@H:27]3[CH2:29][CH2:30]O)[CH2:22][CH2:21]2)=[N:18][CH:19]=1.C1(P(C2C=CC=CC=2)C2C=CC=CC=2)C=CC=CC=1>ClCCl>[Cl:13][C:14]1[CH:15]=[N:16][C:17]([N:20]2[CH2:25][CH2:24][CH:23]([C@H:26]3[CH2:28][C@H:27]3[CH2:29][CH2:30][O:1][C:2]3[CH:3]=[CH:4][C:5]([CH2:8][C:9]([O:11][CH3:12])=[O:10])=[CH:6][CH:7]=3)[CH2:22][CH2:21]2)=[N:18][CH:19]=1. Procedure: To a solution of methyl (4-hydroxyphenyl)acetate (106 mg, 0.639 mmol) in 5 ml anhydrous dichloromethane at RT was added a solution of 2-{(1S,2R)-2-[1-(5-chloropyrimidin-2-yl)piperidin-4-yl]cyclopropyl}ethanol (150 mg, 0.532 mmol) in 5 ml anhydrous dichloromethane, triphenylphosphine (polymer-bound, 419 mg, 1.21 mmol), and di-test-butyl azodicarboxylate (245 mg, 1.07 mmol). The reaction mixture was stirred at RT for 3 hours. It was filtered by Celite® and concentrated. The residue was purified by... Reactants: [H-].[Na+] (NaH), BrC=1C=C2C=CNC2=CC1F (5-bromo-6-fluoro-1H-indole), BrCC(=O)OCC (ethyl bromoacetate). The solvent is C1CCOC1 (THF). Reaction conditions: temperature 0 celsius, time 15 minute. Product: C(C)OC(CN1C=CC2=CC(=C(C=C12)F)Br)=O (Ethyl(5-bromo-6-fluoro-1H-indol-1-yl)acetate). Reaction SMILES: [H-].[Na+].[Br:3][C:4]1[CH:5]=[C:6]2[C:10](=[CH:11][C:12]=1[F:13])[NH:9][CH:8]=[CH:7]2.Br[CH2:15][C:16]([O:18][CH2:19][CH3:20])=[O:17]>C1COCC1>[CH2:19]([O:18][C:16](=[O:17])[CH2:15][N:9]1[C:10]2[C:6](=[CH:5][C:4]([Br:3])=[C:12]([F:13])[CH:11]=2)[CH:7]=[CH:8]1)[CH3:20] |f:0.1|. Reported procedure: NaH (81 mg, 3.21 mmol) was added to a 0° C. solution of 5-bromo-6-fluoro-1H-indole (0.343 g, 1.60 mmol) in THF (16 mL). The reaction mixture was stirred at 0° C. for 15 min, then ethyl bromoacetate (0.535 mL, 4.81 mmol) was added. The reaction was stirred at rt for 1 h, then partitioned between water and EtOAc. The aqueous layer was extracted with EtOAc and the combined organic layers were washed with brine, dried (Na2SO4), filtered, and concentrated. The crude product was used in the next step ...